From a dataset of the Open Reaction Database (ORD), a public repository of structured organic reaction records. describe an organic reaction: reactants, conditions, products, and yield Reactants: IC1=CC=C(CN2C(SC(=N2)CC)=NC(C(F)(F)F)=O)C=C1 (3-(4-iodobenzyl)-5-ethyl-2-trifluoroacetylimino-1,3,4-thiadiazoline), C1(=CC=CC=C1)C1=NN=NN1C(C1=CC=CC=C1)(C1=CC=CC=C1)C1=CC=CC=C1 (5-phenyl-1-triphenylmethyl-1H-tetrazole), C(CCC)[Li] (n-butyl lithium), C(C)(=O)OCC (ethyl acetate). The reagents and catalysts are [Pd].C1(=CC=CC=C1)P(C1=CC=CC=C1)C1=CC=CC=C1.C1(=CC=CC=C1)P(C1=CC=CC=C1)C1=CC=CC=C1.C1(=CC=CC=C1)P(C1=CC=CC=C1)C1=CC=CC=C1.C1(=CC=CC=C1)P(C1=CC=CC=C1)C1=CC=CC=C1 (tetrakis(triphenylphosphine)-palladium), [Cl-].[Zn+2].[Cl-] (Zinc chloride). Run in O1CCCC1 (tetrahydrofuran). Run at temperature -5 celsius, time 1 hour. The product is C(C)C1=NN(C(S1)=NC(C(F)(F)F)=O)CC1=CC=C(C=C1)C1=C(C=CC=C1)C1=NN=NN1C(C1=CC=CC=C1)(C1=CC=CC=C1)C1=CC=CC=C1 (5-ethyl-2-trifluoroacetylimino-3-[2'-(1-triphenylmethyl-1H-tetrazol-5-yl)biphenyl-4-yl]methyl-1,3,4-thiadiazoline). Yield: 37.3%. RXN SMILES: [C:1]1([C:7]2[N:11]([C:12]([C:25]3[CH:30]=[CH:29][CH:28]=[CH:27][CH:26]=3)([C:19]3[CH:24]=[CH:23][CH:22]=[CH:21][CH:20]=3)[C:13]3[CH:18]=[CH:17][CH:16]=[CH:15][CH:14]=3)[N:10]=[N:9][N:8]=2)[CH:6]=[CH:5][CH:4]=[CH:3][CH:2]=1.C([Li])CCC.I[C:37]1[CH:57]=[CH:56][C:40]([CH2:41][N:42]2[N:46]=[C:45]([CH2:47][CH3:48])[S:44][C:43]2=[N:49][C:50](=[O:55])[C:51]([F:54])([F:53])[F:52])=[CH:39][CH:38]=1.C(OCC)(=O)C>O1CCCC1.[Cl-].[Zn+2].[Cl-].[Pd].C1(P(C2C=CC=CC=2)C2C=CC=CC=2)C=CC=CC=1.C1(P(C2C=CC=CC=2)C2C=CC=CC=2)C=CC=CC=1.C1(P(C2C=CC=CC=2)C2C=CC=CC=2)C=CC=CC=1.C1(P(C2C=CC=CC=2)C2C=CC=CC=2)C=CC=CC=1>[CH2:47]([C:45]1[S:44][C:43](=[N:49][C:50](=[O:55])[C:51]([F:53])([F:52])[F:54])[N:42]([CH2:41][C:40]2[CH:39]=[CH:38][C:37]([C:2]3[CH:3]=[CH:4][CH:5]=[CH:6][C:1]=3[C:7]3[N:11]([C:12]([C:25]4[CH:26]=[CH:27][CH:28]=[CH:29][CH:30]=4)([C:13]4[CH:18]=[CH:17][CH:16]=[CH:15][CH:14]=4)[C:19]4[CH:20]=[CH:21][CH:22]=[CH:23][CH:24]=4)[N:10]=[N:9][N:8]=3)=[CH:57][CH:56]=2)[N:46]=1)[CH3:48] |f:5.6.7,8.9.10.11.12|. Procedure details: To a solution of 5-phenyl-1-triphenylmethyl-1H-tetrazole (2.3 g) in tetrahydrofuran (20 ml) was added dropwise n-butyl lithium (1.6M hexane solution, 4.0 ml) keeping the temperature below -20° C., followed by stirring at -5° C. for one hour. Zinc chloride (1.0M diethyl ether solution, 7.0 ml) was added dropwise keeping the temperature below -30° C., followed by stirring at room temperature for two hours. To the reaction mixture, 3-(4-iodobenzyl)-5-ethyl-2-trifluoroacetylimino-1,3,4-thiadiazoline... Starting materials: COC(=O)CCc1ccc(C(=O)OC)cc1, O=[N+]([O-])O, O=S(=O)(O)O. Yields the product COC(=O)CCc1ccc(C(=O)OC)cc1[N+](=O)[O-]. As a reaction SMILES: [CH3:1][O:2][C:3]([CH2:4][CH2:5][c:6]1[cH:7][cH:8][c:9]([C:10](=[O:11])[O:12][CH3:13])[cH:14][cH:15]1)=[O:16].[OH:17][N+:18]([O-:19])=[O:20].[S:21](=[O:22])(=[O:23])([OH:24])[OH:25]>>[CH3:1][O:2][C:3]([CH2:4][CH2:5][c:6]1[c:7]([N+:18](=[O:17])[O-:19])[cH:8][c:9]([C:10](=[O:11])[O:12][CH3:13])[cH:14][cH:15]1)=[O:16]. Starting materials: C(=O)C1=C(C=CC(=C1)B1OC(C(O1)(C)C)(C)C)N1C[C@@H](CC1)NC(OC(C)(C)C)=O (tert-butyl {(3R)-1-[2-formyl-4-(4,4,5,5-tetramethyl-1,3,2-dioxaborolan-2-yl)phenyl]pyrrolidin-3-yl}carbamate), C([O-])([O-])=O.[K+].[K+] (potassium carbonate), C(C)(C)(C)N1S(C(=CC1=O)Cl)(=O)=O (2-tert-Butyl-5-chloro-1,1-dioxo-1,2-dihydro-1λ6-isothiazol-3-one), ClCCl (dichloromethane). The reagents and catalysts are C1=CC=C(C=C1)P([C-]2C=CC=C2)C3=CC=CC=C3.C1=CC=C(C=C1)P([C-]2C=CC=C2)C3=CC=CC=C3.Cl[Pd]Cl.[Fe+2] ([1,1′-bis(diphenylphosphino)-ferrocene]dichloropalladium(II)). Run in O1CCOCC1 (dioxane). Conditions: temperature 80 celsius. Product: C(C)(C)(C)N1S(C(=CC1=O)C1=CC(=C(C=C1)N1C[C@@H](CC1)NC(OC(C)(C)C)=O)C=O)(=O)=O (tert-butyl {(3R)-1-[4-(2-tert-butyl-1,1-dioxido-3-oxo-2,3-dihydroisothiazol-5-yl)-2-formylphenyl]pyrrolidin-3-yl}carbamate). Yield: 73.0%. RXN SMILES: [CH:1]([C:3]1[CH:8]=[C:7](B2OC(C)(C)C(C)(C)O2)[CH:6]=[CH:5][C:4]=1[N:18]1[CH2:22][CH2:21][C@@H:20]([NH:23][C:24](=[O:30])[O:25][C:26]([CH3:29])([CH3:28])[CH3:27])[CH2:19]1)=[O:2].C(=O)([O-])[O-].[K+].[K+].[C:37]([N:41]1[C:45](=[O:46])[CH:44]=[C:43](Cl)[S:42]1(=[O:49])=[O:48])([CH3:40])([CH3:39])[CH3:38].ClCCl>O1CCOCC1.C1C=CC(P(C2C=CC=CC=2)[C-]2C=CC=C2)=CC=1.C1C=CC(P(C2C=CC=CC=2)[C-]2C=CC=C2)=CC=1.Cl[Pd]Cl.[Fe+2]>[C:37]([N:41]1[C:45](=[O:46])[CH:44]=[C:43]([C:7]2[CH:6]=[CH:5][C:4]([N:18]3[CH2:22][CH2:21][C@@H:20]([NH:23][C:24](=[O:30])[O:25][C:26]([CH3:27])([CH3:28])[CH3:29])[CH2:19]3)=[C:3]([CH:1]=[O:2])[CH:8]=2)[S:42]1(=[O:49])=[O:48])([CH3:40])([CH3:39])[CH3:38] |f:1.2.3,7.8.9.10|. Procedure details: Boronic ester 22-B in dioxane (1 mL) was treated with potassium carbonate (124 mg, 0.901 mmol), heterocycle 9-A (48 mg, 0.21 mmol) and [1,1′-bis(diphenylphosphino)-ferrocene]dichloropalladium(II), complex with dichloromethane (1:1) (17.6 mg, 0.0216 mmol). The solution was degassed, placed under nitrogen and heated to 80° C. for 48 hours. The solution was allowed to cool to ambient temperature, diluted with ethyl acetate (10 mL) and washed with water (10 mL). The organics were separated, dried ov...